From a dataset of the Open Reaction Database (ORD), a public repository of structured organic reaction records. describe an organic reaction: reactants, conditions, products, and yield Reactants: COC(=O)CCCOc1ccc(-c2sc3cc(OCc4ccccc4)ccc3c2Cc2ccc(CN3CCCC3)c(OC)c2)cc1, C1CCOC1, O=C[O-], [NH4+]. Product: COC(=O)CCCOc1ccc(-c2sc3cc(O)ccc3c2Cc2ccc(CN3CCCC3)c(OC)c2)cc1. RXN SMILES: [CH2:1]([c:2]1[cH:3][cH:4][cH:5][cH:6][cH:7]1)[O:8][c:9]1[cH:10][cH:11][c:12]2[c:13]([s:14][c:15](-[c:32]3[cH:33][cH:34][c:35]([O:38][CH2:39][CH2:40][CH2:41][C:42](=[O:43])[O:44][CH3:45])[cH:36][cH:37]3)[c:16]2[CH2:17][c:18]2[cH:19][c:20]([O:30][CH3:31])[c:21]([CH2:24][N:25]3[CH2:26][CH2:27][CH2:28][CH2:29]3)[cH:22][cH:23]2)[cH:46]1.[CH2:51]1[O:52][CH2:53][CH2:54][CH2:55]1.[CH:47]([O-:48])=[O:49].[NH4+:50]>>[OH:8][c:9]1[cH:10][cH:11][c:12]2[c:13]([s:14][c:15](-[c:32]3[cH:33][cH:34][c:35]([O:38][CH2:39][CH2:40][CH2:41][C:42](=[O:43])[O:44][CH3:45])[cH:36][cH:37]3)[c:16]2[CH2:17][c:18]2[cH:19][c:20]([O:30][CH3:31])[c:21]([CH2:24][N:25]3[CH2:26][CH2:27][CH2:28][CH2:29]3)[cH:22][cH:23]2)[cH:46]1. Reactants: ClC1=CC=C(C=C1)C1=NOC2C1CN(C2)C2=C(C=C1C(C(=CN(C1=N2)C2=C(C=C(C=C2)F)F)C(=O)O)=O)F (7-[3-(4-Chloro-phenyl)-3a,4,6,6a-tetrahydro-pyrrolo[3,4-d]isoxazol-5-yl]-1-(2,4-difluoro-phenyl)-6-fluoro-4-oxo-1,4-dihydro-[1,8]naphthyridine-3-carboxylic acid), C(=O)(C(F)(F)F)O (TFA), FC(C(=O)O)(F)F.COC1=CC=C(C=N1)C1=NO[C@@H]2[C@H]1CNC2 (cis-3-(6-Methoxy-3-pyridyl)-4,5,6,6a-tetrahydro-3aH-pyrrolo[3,4-d]isoxazole trifluoroacetate salt). Product: FC1=C(C=CC(=C1)F)N1C=C(C(C2=CC(=C(N=C12)N1CC2C(=NOC2C1)C=1C=NC(=CC1)OC)F)=O)C(=O)O (1-(2,4-Difluoro-phenyl)-6-fluoro-7-[3-(6-methoxy-pyridin-3-yl)-3a,4,6,6a-tetrahydro-pyrrolo[3,4-d]isoxazol-5-yl]-4-oxo-1,4-dihydro-[1,8]naphthyridine-3-carboxylic acid). RXN SMILES: ClC1C=CC(C2C3CN([C:16]4[N:25]=[C:24]5[C:19]([C:20](=[O:37])[C:21]([C:34]([OH:36])=[O:35])=[CH:22][N:23]5[C:26]5[CH:31]=[CH:30][C:29]([F:32])=[CH:28][C:27]=5[F:33])=[CH:18][C:17]=4[F:38])CC3ON=2)=CC=1.C(O)(C(F)(F)F)=O.FC(F)(F)C(O)=O.[CH3:53][O:54][C:55]1[N:60]=[CH:59][C:58]([C:61]2[C@@H:65]3[CH2:66][NH:67][CH2:68][C@@H:64]3[O:63][N:62]=2)=[CH:57][CH:56]=1>>[F:33][C:27]1[CH:28]=[C:29]([F:32])[CH:30]=[CH:31][C:26]=1[N:23]1[C:24]2[C:19](=[CH:18][C:17]([F:38])=[C:16]([N:67]3[CH2:68][CH:64]4[CH:65]([C:61]([C:58]5[CH:59]=[N:60][C:55]([O:54][CH3:53])=[CH:56][CH:57]=5)=[N:62][O:63]4)[CH2:66]3)[N:25]=2)[C:20](=[O:37])[C:21]([C:34]([OH:36])=[O:35])=[CH:22]1 |f:2.3|. Reported procedure: The title compound was prepared in an analogous manner to acid 101, but using TFA salt 4c. Acid 102 was isolated as a tan solid. The reactants are C(C)(=O)OC=1C(C(=O)O)=CC=CC1 (acetylsalicylic acid), OC1=CC=CC=2NN=NC21 (hydroxybenzotriazole), C1CCC(CC1)N=C=NC2CCCCC2 (DCC), OC1=CC=C(C=C1)C1=CC(SS1)=S (5-p-hydroxyphenyl-1,2-dithiole-3-thione). Run in CN(C=O)C (dimethylformamide), C(C)(=O)OCC (ethyl acetate). Conditions: temperature 0 celsius, time 1 hour. Yields the product C(C)(=O)OC1=C(C(=O)OC2=CC=C(C=C2)C=2SSC(C2)=S)C=CC=C1 (4-(5-thioxo-5H-1,2-dithiol-3-yl)phenyl 2-acetoxybenzoate). The yield is 40.0%. Reaction SMILES: [C:1]([O:4][C:5]1[C:6](=[CH:10][CH:11]=[CH:12][CH:13]=1)[C:7]([OH:9])=[O:8])(=[O:3])[CH3:2].OC1C2N=NNC=2C=CC=1.C1CCC(N=C=NC2CCCCC2)CC1.O[C:40]1[CH:45]=[CH:44][C:43]([C:46]2[S:50][S:49][C:48](=[S:51])[CH:47]=2)=[CH:42][CH:41]=1>CN(C)C=O.C(OCC)(=O)C>[C:1]([O:4][C:5]1[CH:13]=[CH:12][CH:11]=[CH:10][C:6]=1[C:7]([O:9][C:40]1[CH:41]=[CH:42][C:43]([C:46]2[S:50][S:49][C:48](=[S:51])[CH:47]=2)=[CH:44][CH:45]=1)=[O:8])(=[O:3])[CH3:2]. Procedure details: To the solution of 1 (acetylsalicylic acid, 416 mg, 2.31 mmol) in 40 mL of dimethylformamide, hydroxybenzotriazole (343 mg, 2.54 mmol) and DCC (523 mg, 2.54 mmol) were added with stirring at 0° C. for 1 h. To the reaction mixture 5-p-hydroxyphenyl-1,2-dithiole-3-thione (2; 574 mg, 2.54 mmol) was added and stirred for 1 h at 0° C. and 3 h at room temperature. After filtration, the filtrate was evaporated under reduced pressure to remove the solvent. The oily residue thus obtained was dissolved in... Reactants: Cl/C(=C(/C(=O)OCC)\Cl)/C(=O)OCC (diethyl dichloromaleate), N (Ammonia). Solvent: CN(C=O)C (dimethylformamide), C(C)(=O)O (acetic acid). Conditions: temperature 120 celsius, time 30 minute. Product: N/C(=C(/C(=O)OCC)\Cl)/C(=O)OCC (diethyl aminochloromaleate). Yield: 87.8%. RXN SMILES: [Cl:1]/[C:2](/[C:10]([O:12][CH2:13][CH3:14])=[O:11])=[C:3](\Cl)/[C:4]([O:6][CH2:7][CH3:8])=[O:5].[NH3:15]>CN(C)C=O.C(O)(=O)C>[NH2:15]/[C:3](/[C:4]([O:6][CH2:7][CH3:8])=[O:5])=[C:2](\[Cl:1])/[C:10]([O:12][CH2:13][CH3:14])=[O:11]. Procedure details: 48.2 g (0.2 mol) of diethyl dichloromaleate were dissolved in 80 ml of dimethylformamide and 2 ml of glacial acetic acid, and the mixture was warmed to 100° C. Ammonia gas was then passed in. During this operation, the temperature increased to about 120° C. After 30 minutes, the temperature dropped back to 100° C.; the reaction was then complete. The solvent was then removed by vacuum distillation. The residue was taken up in methylene chloride, and the solution was washed with water. The methyl...